From a dataset of the Open Reaction Database (ORD), a public repository of structured organic reaction records. describe an organic reaction: reactants, conditions, products, and yield Starting materials: C(=O)(O)[O-].[Na+] (NaHCO3), BrC=1C(=CC(=NC1)C(=O)OC)C(=O)OC (dimethyl 5-bromo-2,4-pyridinedicarboxylate), Cl (HCl), C[O-].[Na+] (sodium methylate). Solvent: CO (methanol). The product is COC=1C(=CC(=NC1)C(=O)OC)C(=O)OC (dimethyl 5-methoxypyridine-2,4-dicarboxylate). Reaction SMILES: Br[C:2]1[C:3]([C:12]([O:14][CH3:15])=[O:13])=[CH:4][C:5]([C:8]([O:10][CH3:11])=[O:9])=[N:6][CH:7]=1.C[O-].[Na+].Cl.[C:20]([O-])(O)=[O:21].[Na+]>CO>[CH3:20][O:21][C:2]1[C:3]([C:12]([O:14][CH3:15])=[O:13])=[CH:4][C:5]([C:8]([O:10][CH3:11])=[O:9])=[N:6][CH:7]=1 |f:1.2,4.5|. Procedure details: 300 mg of dimethyl 5-bromopyridine-2,4-dicarboxylate (from Example 3) are dissolved in 5 ml of absolute methanol, and 120 mg of sodium methylate are added. After 60 hours under reflux, the mixture is poured onto ice and 2 ml of 2N HCl, rendered alkaline with NaHCO3 and extracted with 2 portions of CH2Cl2. After the extract has been dried over MgSO4, the solvent is evaporated. 175 mg of a white solid remain.